Task: describe an organic reaction: reactants, conditions, products, and yield. Dataset: the Open Reaction Database (ORD), a public repository of structured organic reaction records Reactants: O=C([O-])[O-], CC#N, Cl, [Na+], [Na+], C1COCCO1, O, O=P(Cl)(Cl)Cl, O=c1[nH]nc(CCCc2cccnc2)c2ccccc12. The product is Clc1nnc(CCCc2cccnc2)c2ccccc12. As a reaction SMILES: [C:27](=[O:28])([O-:29])[O-:30].[CH3:33][C:34]#[N:35].[ClH:26].[Na+:31].[Na+:32].[O:36]1[CH2:37][CH2:38][O:39][CH2:40][CH2:41]1.[OH2:42].[P:21]([Cl:22])([Cl:23])([Cl:24])=[O:25].[n:1]1[cH:2][c:3]([CH2:7][CH2:8][CH2:9][c:10]2[n:11][nH:12][c:13](=[O:20])[c:14]3[cH:15][cH:16][cH:17][cH:18][c:19]23)[cH:4][cH:5][cH:6]1>>[n:1]1[cH:2][c:3]([CH2:7][CH2:8][CH2:9][c:10]2[n:11][n:12][c:13]([Cl:23])[c:14]3[cH:15][cH:16][cH:17][cH:18][c:19]23)[cH:4][cH:5][cH:6]1. Starting materials: C(C)(=O)N1CCC(CC1)=O (1-acetyl-4-piperidone), C(C)(=O)O (acetic acid), NC1=C(C=CC(=C1)OC)N1C=CC=C1 (1-(2-amino-4-methoxy-phenyl)pyrrole). Solvent: C(C)O (ethanol). Product: C(C)(=O)N1CCC2(CC1)C=1N(C3=CC=C(C=C3N2)OC)C=CC1 (1'-acetyl-4,5-dihydro-7-methoxyspiro[pyrrolo(1,2-a) quinoxaline-4,4'-piperidine]). RXN SMILES: [C:1]([N:4]1[CH2:9][CH2:8][C:7](=O)[CH2:6][CH2:5]1)(=[O:3])[CH3:2].C(O)(=O)C.[NH2:15][C:16]1[CH:21]=[C:20]([O:22][CH3:23])[CH:19]=[CH:18][C:17]=1[N:24]1[CH:28]=[CH:27][CH:26]=[CH:25]1>C(O)C>[C:1]([N:4]1[CH2:9][CH2:8][C:7]2([NH:15][C:16]3[C:17](=[CH:18][CH:19]=[C:20]([O:22][CH3:23])[CH:21]=3)[N:24]3[CH:25]=[CH:26][CH:27]=[C:28]23)[CH2:6][CH2:5]1)(=[O:3])[CH3:2]. Reported procedure: 7.06 g (0.05 mole) of 1-acetyl-4-piperidone and 5 ml. of glacial acetic acid are added to a solution of 9.41 g (0.05 mole) of 1-(2-amino-4-methoxy-phenyl)pyrrole [Example 19(b)] in 150 ml. of absolute ethanol. The solution is refluxed for 12 hours. The volume of the solvent is reduced to about one fifth and the solution is cooled. A solid precipitates and is filtered, dried, and recrystallized from ethanol to give 1'-acetyl-4,5-dihydro-7-methoxyspiro[pyrrolo(1,2-a) quinoxaline-4,4'-piperidine], ... Solvent: CO (MeOH). Conditions: time 8 hour. Reported procedure: A solution of 1-[2-(4-amino-1-piperidinyl)ethyl]-7-(methyloxy)-2(1H)-quinoxalinone (200 mg; 0.66 mmol) and 6,7-dihydro[1,4]dioxino[2,3-c]pyridazine-3-carbaldehyde (116 mg, 0.70 mmol) in MeOH (8 mL) and chloroform (8 mL) was heated under reflux with 3A molecular sieves overnight. It was cooled and sodium triacetoxyborohydride (0.54 g; 2.55 mmol) was added, and the mixture was stirred at rt overnight. More aldehyde (20 mg) and acetoxyborohydride (100 mg) were added, and this was repeated after 7 h... As a reaction SMILES: [NH2:1][CH:2]1[CH2:7][CH2:6][N:5]([CH2:8][CH2:9][N:10]2[C:19]3[C:14](=[CH:15][CH:16]=[C:17]([O:20][CH3:21])[CH:18]=3)[N:13]=[CH:12][C:11]2=[O:22])[CH2:4][CH2:3]1.[N:23]1[C:28]2[O:29][CH2:30][CH2:31][O:32][C:27]=2[CH:26]=[C:25]([CH:33]=O)[N:24]=1.C(O[BH-](OC(=O)C)OC(=O)C)(=O)C.[Na+].C(O[BH3-])(=O)C.C(=O)(O)[O-].[Na+].C(Cl)(Cl)[Cl:60]>CO>[ClH:60].[ClH:60].[N:23]1[C:28]2[O:29][CH2:30][CH2:31][O:32][C:27]=2[CH:26]=[C:25]([CH2:33][NH:1][CH:2]2[CH2:3][CH2:4][N:5]([CH2:8][CH2:9][N:10]3[C:19]4[C:14](=[CH:15][CH:16]=[C:17]([O:20][CH3:21])[CH:18]=4)[N:13]=[CH:12][C:11]3=[O:22])[CH2:6][CH2:7]2)[N:24]=1 |f:2.3,5.6,9.10.11|. The yield is 52.0%. Starting materials: aldehyde, C(C)(=O)O[BH3-] (acetoxyborohydride), C(C)(=O)O[BH-](OC(C)=O)OC(C)=O.[Na+] (sodium triacetoxyborohydride), C([O-])(O)=O.[Na+] (sodium bicarbonate), NC1CCN(CC1)CCN1C(C=NC2=CC=C(C=C12)OC)=O (1-[2-(4-amino-1-piperidinyl)ethyl]-7-(methyloxy)-2(1H)-quinoxalinone), N1=NC(=CC2=C1OCCO2)C=O (6,7-dihydro[1,4]dioxino[2,3-c]pyridazine-3-carbaldehyde), C(Cl)(Cl)Cl (chloroform), 3A. The product is Cl.Cl.N1=NC(=CC2=C1OCCO2)CNC2CCN(CC2)CCN2C(C=NC1=CC=C(C=C21)OC)=O (1-(2-{4-[(6,7-dihydro[1,4]dioxino[2,3-c]pyridazin-3-ylmethyl)amino]-1-piperidinyl}ethyl)-7-(methyloxy)-2(1H)-quinoxalinone dihydrochloride). The solvent is CN(C=O)C (dimethylformamide). Conditions: temperature 23 celsius, time 4 hour. Yield: 82.7%. Procedure: 2,6-Diamino-9-[4-(diethoxyphosphoryl)butoxy]purine (0.07 g, 0.2 mmol) and bromotrimethylsilane (0.26 ml, 2 mmol) were dissolved in dimethylformamide (3 ml) and the reaction mixture was stirred at 23° C. for 4 hr. The solvent was evaporated under vacuum and the residue dissolved in methanol-water solution (8:2). The material crystallised from the solution to give the title compound as colourless crystals (0.05 g, 84%), m.p. 295°-297° C. 1H NMR: δH [(CD3)2SO+D2O] 1.68 (6H, m, CH2CH2CH2P), 4.31 (2H... Yields the product NC1=NC(=C2N=CN(C2=N1)OCCCCP(=O)(O)O)N (2,6-Diamino-9-(4-phosphonobutoxy)purine). The reactants are NC1=NC(=C2N=CN(C2=N1)OCCCCP(=O)(OCC)OCC)N (2,6-Diamino-9-[4-(diethoxyphosphoryl)butoxy]purine), Br[Si](C)(C)C (bromotrimethylsilane). RXN SMILES: [NH2:1][C:2]1[N:10]=[C:9]2[C:5]([N:6]=[CH:7][N:8]2[O:11][CH2:12][CH2:13][CH2:14][CH2:15][P:16]([O:21]CC)([O:18]CC)=[O:17])=[C:4]([NH2:24])[N:3]=1.Br[Si](C)(C)C>CN(C)C=O>[NH2:1][C:2]1[N:10]=[C:9]2[C:5]([N:6]=[CH:7][N:8]2[O:11][CH2:12][CH2:13][CH2:14][CH2:15][P:16]([OH:21])([OH:18])=[O:17])=[C:4]([NH2:24])[N:3]=1. The reactants are CC1=C(NC(=C1)C)\C=C\1/C(NC2=CC=CC=C12)=O (3-[1-(3,5-dimethyl-1H-pyrrol-2-yl)-meth-(Z)-ylidene]-2-oxo-2,3-dihydro-indole), ClC(Cl)(OC(OC(Cl)(Cl)Cl)=O)Cl (triphosgene), Ice. Run in C1CCOC1 (THF). Conditions: time 10 minute. Product: CC1=C(NC(=C1)C)\C=C\1/C(N(C2=CC=CC=C12)C(=O)Cl)=O (3-[1-(3,5-dimethyl-1H-pyrrol-2-yl)-meth-(Z)-ylidene]-2-oxo-2,3-dihydro-indole-1-carbonyl chloride). Yield: 76.0%. As a reaction SMILES: ClC(Cl)(OC(=O)[O:6][C:7]([Cl:10])(Cl)Cl)Cl.[CH3:13][C:14]1[CH:18]=[C:17]([CH3:19])[NH:16][C:15]=1/[CH:20]=[C:21]1\[C:22](=[O:30])[NH:23][C:24]2[C:29]\1=[CH:28][CH:27]=[CH:26][CH:25]=2>C1COCC1>[CH3:13][C:14]1[CH:18]=[C:17]([CH3:19])[NH:16][C:15]=1/[CH:20]=[C:21]1\[C:22](=[O:30])[N:23]([C:7]([Cl:10])=[O:6])[C:24]2[C:29]\1=[CH:28][CH:27]=[CH:26][CH:25]=2. Procedure: To the solution of triphosgene (7.2 gram, 24.2 mmol) in 500 mL of anhydrous THF was added 56 mL of thiethylamine in one portion and the resulting mixture was stirred at room temperature for 10 minutes. Solid 3-[1-(3,5-dimethyl-1H-pyrrol-2-yl)-meth-(Z)-ylidene]-2-oxo-2,3-dihydro-indole (5.768 gram, 24.2 mmol) was added in one portion to the above mixture. The reaction mixture was stirred at room temperature for 1 h and then cooled on ice bath to 0-4° C. Ice-cold 4M HCl aq. (1.5 L) was added in on...